From a dataset of the Open Reaction Database (ORD), a public repository of structured organic reaction records. describe an organic reaction: reactants, conditions, products, and yield Run in CO (methanol). Reactants: NC1=CC(=C(C=C1)O)NC(C(C)C)=O (4-amino-2-isobutyramidophenol), C(C)(=O)C=1C(OC(=C(C1O)C(C)=O)O)=O (3,5-diacetyl-4,6-dihydroxy-2H-pyran-2-one). Procedure details: This phenol (0.86 g., 0.0045 mol) is refluxed with 3,5-diacetyl-4,6-dihydroxy-2H-pyran-2-one (0.96 g.) in 50 ml. of methanol for 10 hours. The reaction mixture is filtered and the solid is recrystallized from ethanol to furnish 5-acetyl-4-hydroxy-3-[1-(3-isobutyramido-4-hydroxyphenylamino)ethylidene]-2H-pyran-2,6(3H)-dione, m.p. 208°-209° C. (dec.). Yields the product C(C)(=O)C1=C(C(C(OC1=O)=O)=C(C)NC1=CC(=C(C=C1)O)NC(C(C)C)=O)O (5-acetyl-4-hydroxy-3-[1-(3-isobutyramido-4-hydroxyphenylamino)ethylidene]-2H-pyran-2,6(3H)-dione). As a reaction SMILES: [NH2:1][C:2]1[CH:7]=[CH:6][C:5]([OH:8])=[C:4]([NH:9][C:10](=[O:14])[CH:11]([CH3:13])[CH3:12])[CH:3]=1.[C:15]([C:18]1[C:19](=[O:29])[O:20][C:21]([OH:28])=[C:22]([C:25](=O)[CH3:26])[C:23]=1[OH:24])(=[O:17])[CH3:16]>CO>[C:15]([C:18]1[C:19](=[O:29])[O:20][C:21](=[O:28])[C:22](=[C:25]([NH:1][C:2]2[CH:7]=[CH:6][C:5]([OH:8])=[C:4]([NH:9][C:10](=[O:14])[CH:11]([CH3:12])[CH3:13])[CH:3]=2)[CH3:26])[C:23]=1[OH:24])(=[O:17])[CH3:16].